This data is from the Open Reaction Database (ORD), a public repository of structured organic reaction records. The task is: describe an organic reaction: reactants, conditions, products, and yield The reactants are [N+](=O)([O-])C1=C(C=CC=C1)C1=NC2=C(C(O1)=O)C=CC=C2 (2-(2-Nitrophenyl)-3,1-benzoxazin-4-one). The reagents and catalysts are [Pt]=O (platinum oxide). Solvent: C(C)(=O)OCC (ethyl acetate). Conditions: time 3 hour. The product is NC1=C(C=CC=C1)C1=NC2=C(C(O1)=O)C=CC=C2 (2-(2-aminophenyl)-3,1-benzoxazin-4-one). RXN SMILES: [N+:1]([C:4]1[CH:9]=[CH:8][CH:7]=[CH:6][C:5]=1[C:10]1[O:15][C:14](=[O:16])[C:13]2[CH:17]=[CH:18][CH:19]=[CH:20][C:12]=2[N:11]=1)([O-])=O>C(OCC)(=O)C.[Pt]=O>[NH2:1][C:4]1[CH:9]=[CH:8][CH:7]=[CH:6][C:5]=1[C:10]1[O:15][C:14](=[O:16])[C:13]2[CH:17]=[CH:18][CH:19]=[CH:20][C:12]=2[N:11]=1. Procedure: 2-(2-Nitrophenyl)-3,1-benzoxazin-4-one (1.1 g, 4.10 mmole) was suspended in 40 ml of ethyl acetate, with platinum oxide (100 mg) being added, and the resulting reaction mixture was hydrogenated at atmospheric pressure with vigorous stirring. After 3 hours, the catalyst was removed and the solvent was rotoevaporated. The residual yellow oil was subjected to flash chromatography to give a homogeneous product. Recrystallization from acetone provided the analytical sample, m.p. 163°-165° C. (lit.* 1...